Task: describe an organic reaction: reactants, conditions, products, and yield. Dataset: the Open Reaction Database (ORD), a public repository of structured organic reaction records Starting materials: COC=1C(C(=C(C(C1OC)=O)C)CCCCCCCCCCO)=O (2,3-Dimethoxy-6-(10-hydroxydecyl)-5-methylbenzoquinone), C(C)(=O)Cl (acetyl chloride), S(=O)([O-])S(=O)[O-].[Na+].[Na+] (sodium hydrosulfite), C(C)(C)(C)[Si](C1=CC=CC=C1)(C1=CC=CC=C1)Cl (tert-butylchlorodiphenylsilane), N1C=NC=C1 (imidazole). The solvent is O (Water), N1=CC=CC=C1 (Pyridine), ClCCl (dichloromethane). Product: C(C)(=O)OCCCCCCCCCCC1=C(C(=C(C(=C1O)OC)OC)O[Si](C1=CC=CC=C1)(C1=CC=CC=C1)C(C)(C)C)C (6-(10-acetoxydecyl)-4-tert-butyl-diphenylsilyloxy-2,3-dimethoxy-5-methylphenol). Reaction SMILES: [CH3:1][O:2][C:3]1[C:4](=[O:24])[C:5]([CH2:13][CH2:14][CH2:15][CH2:16][CH2:17][CH2:18][CH2:19][CH2:20][CH2:21][CH2:22][OH:23])=[C:6]([CH3:12])[C:7](=[O:11])[C:8]=1[O:9][CH3:10].[C:25](Cl)(=[O:27])[CH3:26].S(S([O-])=O)([O-])=O.[Na+].[Na+].[C:37]([Si:41](Cl)([C:48]1[CH:53]=[CH:52][CH:51]=[CH:50][CH:49]=1)[C:42]1[CH:47]=[CH:46][CH:45]=[CH:44][CH:43]=1)([CH3:40])([CH3:39])[CH3:38].N1C=CN=C1>ClCCl.O.N1C=CC=CC=1>[C:25]([O:23][CH2:22][CH2:21][CH2:20][CH2:19][CH2:18][CH2:17][CH2:16][CH2:15][CH2:14][CH2:13][C:5]1[C:4]([OH:24])=[C:3]([O:2][CH3:1])[C:8]([O:9][CH3:10])=[C:7]([O:11][Si:41]([C:37]([CH3:40])([CH3:39])[CH3:38])([C:48]2[CH:49]=[CH:50][CH:51]=[CH:52][CH:53]=2)[C:42]2[CH:47]=[CH:46][CH:45]=[CH:44][CH:43]=2)[C:6]=1[CH3:12])(=[O:27])[CH3:26] |f:2.3.4|. Reported procedure: 2,3-Dimethoxy-6-(10-hydroxydecyl)-5-methylbenzoquinone (3.38 g, 10 mmol) was dissolved in dichloromethane (50 ml). Pyridine (1 ml) followed by acetyl chloride (0.8 ml) was added with stirring under ice-cooling, and the mixture was stirred for 1 hour. Water (5 ml) was added to the reaction mixture which was then stirred for 20 minutes. Then sodium hydrosulfite (4 g) was added, and the mixture was stirred at room temperature for 2 hours. The dichloromethane layer was separated, dried over anhydrou... The reactants are Cc1ccccc1, O=C(Cl)Cl, Nc1ccc(Oc2ccc3ccccc3c2)cc1. Yields the product O=C=Nc1ccc(Oc2ccc3ccccc3c2)cc1. RXN SMILES: [CH3:23][c:24]1[cH:25][cH:26][cH:27][cH:28][cH:29]1.[Cl:19][C:20]([Cl:21])=[O:22].[cH:1]1[c:2]([O:11][c:12]2[cH:13][cH:14][c:15]([NH2:16])[cH:17][cH:18]2)[cH:3][cH:4][c:5]2[cH:6][cH:7][cH:8][cH:9][c:10]12>>[cH:1]1[c:2]([O:11][c:12]2[cH:13][cH:14][c:15]([N:16]=[C:20]=[O:22])[cH:17][cH:18]2)[cH:3][cH:4][c:5]2[cH:6][cH:7][cH:8][cH:9][c:10]12. The reactants are BrC1=CC=NC2=CC=C(C=C12)OC (4-bromo-6-methoxyquinoline), C(CCC)[Li] (butyllithium), CCOCC (ether), ice water, 4,5-erythro-5-ethylquinuclidine-2ε-carboxaldehydes, CCOCC (ether), solution, COC=1C=C2C(=CC=NC2=CC1)[Li] (6-methoxy-4-quinolyllithium). Solvent: CCCCCC (hexane), ClCCl (dichloromethane). Reaction conditions: temperature -68 celsius, time 1 hour. Product: CCC1CN2CCC1CC2[C@H](C=3C=CN=C4C3C=C(C=C4)OC)O (dihydroquinidine), CC[C@H]1CN2CC[C@H]1C[C@H]2[C@@H](C3=C4C=C(C=CC4=NC=C3)OC)O (dihydroquinine). RXN SMILES: C[CH2:2][O:3][CH2:4][CH3:5].[CH2:6]([Li])C[CH2:8][CH3:9].Br[C:12]1[C:21]2[C:16](=[CH:17][CH:18]=[C:19]([O:22][CH3:23])[CH:20]=2)[N:15]=[CH:14][CH:13]=1.[CH3:24][O:25][C:26]1[CH:27]=[C:28]2[C:33](=[CH:34][CH:35]=1)[N:32]=[CH:31][CH:30]=[C:29]2[Li]>CCCCCC.ClCCl>[CH3:26][CH2:27][CH:28]1[CH:29]2[CH2:6][CH:5]([C@@H:4]([OH:3])[C:12]3[CH:13]=[CH:14][N:15]=[C:16]4[CH:17]=[CH:18][C:19]([O:22][CH3:23])=[CH:20][C:21]=34)[N:32]([CH2:31][CH2:30]2)[CH2:33]1.[CH3:19][CH2:20][C@@H:21]1[C@@H:12]2[CH2:13][C@@H:14]([C@H:2]([OH:3])[C:29]3[CH:30]=[CH:31][N:32]=[C:33]4[C:28]=3[CH:27]=[C:26]([O:25][CH3:24])[CH:35]=[CH:34]4)[N:15]([CH2:8][CH2:9]2)[CH2:16]1. Reported procedure: To 30 ml. of anhydrous ether was added 2.22 ml. of a 2.25M solution of butyllithium in hexane. The resulting solution was cooled to -68°C. and with stirring under a nitrogen atmosphere 1.19 g. of 4-bromo-6-methoxyquinoline was added. Immediately, a yellow suspension of 6-methoxy-4-quinolyllithium was formed. To this suspension was added within 5 minutes a solution of 1.42 g. of the crude mixture of epimeric, racemic 4,5-erythro-5-ethylquinuclidine-2ε-carboxaldehydes in 30 ml. of anhydrous ether.... Reaction SMILES: [CH3:1][O:2][C:3]1[CH:8]=[CH:7][C:6]([N:9]=[N:10][C:11]2[CH:16]=[CH:15][CH:14]=[CH:13][CH:12]=2)=[CH:5][CH:4]=1.O>C(O)C.[NH4+].[Cl-].[Zn]>[CH3:1][O:2][C:3]1[CH:4]=[CH:5][C:6]([NH:9][NH:10][C:11]2[CH:12]=[CH:13][CH:14]=[CH:15][CH:16]=2)=[CH:7][CH:8]=1 |f:3.4|. The reagents and catalysts are [Zn] (Zinc). Yield: 100.3%. Product: COC1=CC=C(C=C1)NNC1=CC=CC=C1 (1-(4-methoxyphenyl)-2-phenylhydrazine). Procedure details: Zinc powder (10.0 g; 0.15 mol) was added to a stirred mixture of 4-methoxyazobenzene (4.24 g; 20.0 mmol) in 96% ethanol (75 ml) and saturated NH4Cl solution (2.0 ml) at 0° C. (bath temperature). Two more portions of saturated NH4Cl solution (2.0 ml) were added at 1.5 h intervals. The yellowish solution was poured into cold water (100 ml) and filtered. The residue was extracted with methylene chloride (5×50 ml). The combined aqueous phases were extracted with methylene chloride (3×25 ml). The com... The solvent is C(C)O (ethanol), [NH4+].[Cl-] (NH4Cl), [NH4+].[Cl-] (NH4Cl). The reactants are COC1=CC=C(C=C1)N=NC1=CC=CC=C1 (4-methoxyazobenzene), O (water). Procedure: A suspension of 15 g. of 5-chloro-3-phenylisoindole-1-carboxylic acid ethyl ester in 150 ml. of dimethylsulfoxide is treated under an atmosphere of argon at 15°-20° C. with 13.8 g. of finely ground dry potassium carbonate and 14 ml. of methyl iodide, the mixture is stirred intensively at room temperature for 1 hour and then poured on to 750 ml. of ice-water. After the addition of 35 g. of sodium chloride, the precipitated product is removed by filtration, washed with water and dissolved in methy... Product: C(C)OC(=O)C=1N(C(=C2C=C(C=CC12)Cl)C1=CC=CC=C1)C (5-chloro-2-methyl-3-phenylisoindole-1-carboxylic acid ethyl ester). Run in CS(=O)C (dimethylsulfoxide). Starting materials: C(C)OC(=O)C=1NC(=C2C=C(C=CC12)Cl)C1=CC=CC=C1 (5-chloro-3-phenylisoindole-1-carboxylic acid ethyl ester), ice water, C([O-])([O-])=O.[K+].[K+] (potassium carbonate), CI (methyl iodide). Reaction SMILES: [CH2:1]([O:3][C:4]([C:6]1[NH:7][C:8]([C:16]2[CH:21]=[CH:20][CH:19]=[CH:18][CH:17]=2)=[C:9]2[C:14]=1[CH:13]=[CH:12][C:11]([Cl:15])=[CH:10]2)=[O:5])[CH3:2].[C:22](=O)([O-])[O-].[K+].[K+].CI>CS(C)=O>[CH2:1]([O:3][C:4]([C:6]1[N:7]([CH3:22])[C:8]([C:16]2[CH:21]=[CH:20][CH:19]=[CH:18][CH:17]=2)=[C:9]2[C:14]=1[CH:13]=[CH:12][C:11]([Cl:15])=[CH:10]2)=[O:5])[CH3:2] |f:1.2.3|. Starting materials: [Cl-].[NH4+] (ammonium chloride), C(#N)C1=NC=CC=C1 (2-cyanopyridine), C(C)OCC (diethyl ether), BrCCCCCCCCCC (1-bromodecane), [Mg] (magnesium), [Mg] (magnesium), CCOCC (ether). Product: C(CCCCCCCCCC)(=O)C1=NC=CC=C1 (2-undecanoylpyridine). Isolated yield 58.3%. As a reaction SMILES: [Mg].Br[CH2:3][CH2:4][CH2:5][CH2:6][CH2:7][CH2:8][CH2:9][CH2:10][CH2:11][CH3:12].[C:13]([C:15]1[CH:20]=[CH:19][CH:18]=[CH:17][N:16]=1)#N.[Cl-].[NH4+].C([O:25]CC)C>>[C:13]([C:15]1[CH:20]=[CH:19][CH:18]=[CH:17][N:16]=1)(=[O:25])[CH2:3][CH2:4][CH2:5][CH2:6][CH2:7][CH2:8][CH2:9][CH2:10][CH2:11][CH3:12] |f:3.4|. Procedure details: To 100 ml of anhydrous ether was added 3.60 g of magnesium for Grignard reaction, and to the mixture was added while stirring 36.5 g of 1-bromodecane. After the magnesium was completely dissolved, a diethyl ether solution of 15.6 g (0.15 mol) of 2-cyanopyridine was added dropwise, and the mixture was refluxed for 7 hours. After cooling, saturated ammonium chloride solution was added, the diethyl ether layer was separated, and the aqueous layer was further extracted with diethyl ether. The ether ... The reactants are BrC=1C=C(C(=O)N[C@@H](CO)C2=CC=CC=C2)C=CC1 (2-(3-bromobenzamido)-2(R)-phenylethan-1-ol), C1(=CC=CC=C1)P(C1=CC=CC=C1)C1=CC=CC=C1 (triphenylphosphine), N(=NC(=O)OCC)C(=O)OCC (diethyl azodicarboxylate). Run in O1CCCC1 (tetrahydrofuran). Reaction conditions: temperature -60 celsius, time 18 hour. The product is BrC=1C=C(C=CC1)C=1OC[C@H](N1)C1=CC=CC=C1 (2-(3-bromophenyl)-4,5-dihydro-4(R)-phenyloxazole). Isolated yield 64.4%. Reaction SMILES: [Br:1][C:2]1[CH:3]=[C:4]([CH:17]=[CH:18][CH:19]=1)[C:5]([NH:7][C@H:8]([C:11]1[CH:16]=[CH:15][CH:14]=[CH:13][CH:12]=1)[CH2:9][OH:10])=O.C1(P(C2C=CC=CC=2)C2C=CC=CC=2)C=CC=CC=1.N(C(OCC)=O)=NC(OCC)=O>O1CCCC1>[Br:1][C:2]1[CH:3]=[C:4]([C:5]2[O:10][CH2:9][C@@H:8]([C:11]3[CH:16]=[CH:15][CH:14]=[CH:13][CH:12]=3)[N:7]=2)[CH:17]=[CH:18][CH:19]=1. Procedure details: To a mixture of 2-(3-bromobenzamido)-2(R)-phenylethan-1-ol (18 g, 56 mmol) and triphenylphosphine (19.2 g, 73 mmol)) in dry tetrahydrofuran (350 ml) cooled to -60° C. was added dropwise diethyl azodicarboxylate (12 ml, 73 mmol). The reaction mixture was allowed to warm to ambient temperature, stirred for 18 h and volatiles removed by evaporation. The residue was purified by column chromatography on silica gel eluting with ethyl acetate-hexane (=1:7) to afford 2-(3-bromophenyl)-4,5-dihydro-4(R)-p... Reactants: NC=1C=C(C(=O)O)C=CC1C(=O)OC (3-Amino-4-(methoxylcarbonyl)benzoic acid), O[Li].O (LiOH—H2O). Solvent: C1CCOC1.CO.O (THF MeOH—H2O). The product is NC1=C(C(=O)O)C=CC(=C1)C(=O)O (2-Aminoterephthalic acid). The yield is 63.0%. RXN SMILES: [NH2:1][C:2]1[CH:3]=[C:4]([CH:8]=[CH:9][C:10]=1[C:11]([O:13]C)=[O:12])[C:5]([OH:7])=[O:6].O[Li].O>C1COCC1.CO.O>[NH2:1][C:2]1[CH:3]=[C:4]([C:5]([OH:7])=[O:6])[CH:8]=[CH:9][C:10]=1[C:11]([OH:13])=[O:12] |f:1.2,3.4.5|. Reported procedure: 3-Amino-4-(methoxylcarbonyl)benzoic acid (2.5 g, 12.8 mmol) was dissolved in a mixture of THF-MeOH—H2O (40 mL, 30:5:5) and then LiOH—H2O (2 g, 64 mmol) was added. The mixture stirred at RT over night. The reaction mixture was concentrated and the residue was dissolved in 5 mL of water and then acidified with 6N HCl to pH˜3. The solid was filtered and dried to give the desired product in 63% yield. Starting materials: ClC(C=1C=C(OC2=C(C=C(C=C2)N)C(Cl)(Cl)Cl)C=CC1)(Cl)Cl (4-[3-(Trichloromethyl)phenoxy]-3-(trichloromethyl)benzenamine), ClC(=O)OCC (Ethyl chloroformate). The solvent is N1=CC=CC=C1 (pyridine). Run at temperature 5 celsius, time 30 minute. The product is ClC(C=1C=C(OC2=C(C=C(C=C2)NC(OCC)=O)C(Cl)(Cl)Cl)C=CC1)(Cl)Cl (ethyl [4-[3-(trichloromethyl)phenoxy]-3-(trichloromethyl)phenyl]carbamate). Reaction SMILES: [Cl:1][C:2]([Cl:22])([Cl:21])[C:3]1[CH:4]=[C:5]([CH:18]=[CH:19][CH:20]=1)[O:6][C:7]1[CH:12]=[CH:11][C:10]([NH2:13])=[CH:9][C:8]=1[C:14]([Cl:17])([Cl:16])[Cl:15].Cl[C:24]([O:26][CH2:27][CH3:28])=[O:25]>N1C=CC=CC=1>[Cl:1][C:2]([Cl:21])([Cl:22])[C:3]1[CH:4]=[C:5]([CH:18]=[CH:19][CH:20]=1)[O:6][C:7]1[CH:12]=[CH:11][C:10]([NH:13][C:24](=[O:25])[O:26][CH2:27][CH3:28])=[CH:9][C:8]=1[C:14]([Cl:15])([Cl:16])[Cl:17]. Reported procedure: 4-[3-(Trichloromethyl)phenoxy]-3-(trichloromethyl)benzenamine (0.1 mole) and pyridine (50 ml) are charged into a glass reaction vessel fitted with a mechanical stirrer and thermometer and are cooled to about 5° C. Ethyl chloroformate (0.125 mole) is added, with stirring, at about 5° C. Stirring is continued for a period of about 30 minutes at about 5° C., then for an additional 16 hours at room temperature. The mixture is then washed with 2 portions of water (50 ml), dried and the solvent is the...